Dataset: the Open Reaction Database (ORD), a public repository of structured organic reaction records. Task: describe an organic reaction: reactants, conditions, products, and yield Reaction SMILES: [CH2:14]1[O:15][CH2:16][CH2:17][CH2:18]1.[CH3:12][NH2:13].[Cl:19][CH2:20][Cl:21].[I:1][c:2]1[cH:3][c:4]([C:5](=[O:6])[Cl:7])[cH:8][cH:9][c:10]1[CH3:11]>>[I:1][c:2]1[cH:3][c:4]([C:5](=[O:6])[NH:13][CH3:12])[cH:8][cH:9][c:10]1[CH3:11]. Product: CNC(=O)c1ccc(C)c(I)c1. The reactants are C1CCOC1, CN, ClCCl, Cc1ccc(C(=O)Cl)cc1I. Reactants: CC(C)(C)N, CO, COc1ccc(-c2ccc(OC)nn2)c(OCC2CO2)c1. The product is COc1ccc(-c2ccc(OC)nn2)c(OCC(O)CNC(C)(C)C)c1. As a reaction SMILES: [C:22]([CH3:23])([CH3:24])([CH3:25])[NH2:26].[CH3:27][OH:28].[O:1]1[CH:2]([CH2:3][O:4][c:5]2[c:6](-[c:13]3[cH:14][cH:15][c:16]([O:19][CH3:20])[n:17][n:18]3)[cH:7][cH:8][c:9]([O:11][CH3:12])[cH:10]2)[CH2:21]1>>[OH:1][CH:2]([CH2:3][O:4][c:5]1[c:6](-[c:13]2[cH:14][cH:15][c:16]([O:19][CH3:20])[n:17][n:18]2)[cH:7][cH:8][c:9]([O:11][CH3:12])[cH:10]1)[CH2:21][NH:26][C:22]([CH3:23])([CH3:24])[CH3:25].